The task is: describe an organic reaction: reactants, conditions, products, and yield. This data is from the Open Reaction Database (ORD), a public repository of structured organic reaction records. Starting materials: C(=O)(C(F)(F)F)O (TFA), N[C@@H]1CC[C@H](CC1)NC=1C=C(C=2N(N1)C(=CN2)C(=O)NC2=CC=NC=C2)NCC2=CC=C(C=C2)OC (6-((trans)-4-aminocyclohexylamino)-8-(4-methoxybenzylamino)-N-(pyridin-4-yl)imidazo[1,2-b]pyridazine-3-carboxamide). Run at temperature 40 celsius, time 40 minute. Product: NC=1C=2N(N=C(C1)NC1CCC(CC1)N)C(=CN2)C(=O)NC2=CC=NC=C2 (8-amino-6-(4-aminocyclohexylamino)-N-(pyridin-4-yl)imidazo[1,2-b]pyridazine-3-carboxamide). Yield: 15.4%. As a reaction SMILES: C(O)(C(F)(F)F)=O.[NH2:8][C@H:9]1[CH2:14][CH2:13][C@H:12]([NH:15][C:16]2[CH:17]=[C:18]([NH:34]CC3C=CC(OC)=CC=3)[C:19]3[N:20]([C:22]([C:25]([NH:27][C:28]4[CH:33]=[CH:32][N:31]=[CH:30][CH:29]=4)=[O:26])=[CH:23][N:24]=3)[N:21]=2)[CH2:11][CH2:10]1>>[NH2:34][C:18]1[C:19]2[N:20]([C:22]([C:25]([NH:27][C:28]3[CH:29]=[CH:30][N:31]=[CH:32][CH:33]=3)=[O:26])=[CH:23][N:24]=2)[N:21]=[C:16]([NH:15][CH:12]2[CH2:13][CH2:14][CH:9]([NH2:8])[CH2:10][CH2:11]2)[CH:17]=1. Procedure details: TFA (1 mL) was added to a 2 dram vial containing 6-((trans)-4-aminocyclohexylamino)-8-(4-methoxybenzylamino)-N-(pyridin-4-yl)imidazo[1,2-b]pyridazine-3-carboxamide 39A and the mixture was heated at 40° C. After 40 min, the mixture was concentrated to dryness under a stream of nitrogen. The residue was dissolved in 3 mL of methanol and 3 mL of Solvent B (90% MeOH, 10% water, 0.1% TFA). One drop of TFA was added to the solution, the sample was split into 3 equal volumes and purified by reverse pha... Reactants: CC(C)(NCc1ccccc1)C(N)=O, Cc1c(C(=O)O)nn(-c2ccc(Cl)cc2Cl)c1-c1ccc(Cl)cc1. Yields the product Cc1c(C2=NC(=O)C(C)(C)N2Cc2ccccc2)nn(-c2ccc(Cl)cc2Cl)c1-c1ccc(Cl)cc1. RXN SMILES: [CH2:25]([c:26]1[cH:27][cH:28][cH:29][cH:30][cH:31]1)[NH:32][C:33]([C:34](=[O:35])[NH2:36])([CH3:37])[CH3:38].[Cl:1][c:2]1[cH:3][cH:4][c:5](-[c:8]2[c:9]([CH3:24])[c:10]([C:21]([OH:22])=[O:23])[n:11][n:12]2-[c:13]2[c:14]([Cl:20])[cH:15][c:16]([Cl:19])[cH:17][cH:18]2)[cH:6][cH:7]1>>[Cl:1][c:2]1[cH:3][cH:4][c:5](-[c:8]2[c:9]([CH3:24])[c:10]([C:21]3=[N:36][C:34](=[O:35])[C:33]([CH3:37])([CH3:38])[N:32]3[CH2:25][c:26]3[cH:27][cH:28][cH:29][cH:30][cH:31]3)[n:11][n:12]2-[c:13]2[c:14]([Cl:20])[cH:15][c:16]([Cl:19])[cH:17][cH:18]2)[cH:6][cH:7]1. Starting materials: CN(C)C=O, CC(C)[Si](Cl)(C(C)C)C(C)C, O, Oc1ccc(Cl)cc1Cl, c1c[nH]cn1. The product is CC(C)[Si](Oc1ccc(Cl)cc1Cl)(C(C)C)C(C)C. RXN SMILES: [CH3:26][N:27]([CH3:28])[CH:29]=[O:30].[CH:15]([CH3:16])([CH3:17])[Si:18]([CH:19]([CH3:20])[CH3:21])([CH:22]([CH3:23])[CH3:24])[Cl:25].[OH2:31].[OH:1][c:2]1[cH:3][cH:4][c:5]([Cl:6])[cH:7][c:8]1[Cl:9].[nH:10]1[cH:11][cH:12][n:13][cH:14]1>>[O:1]([c:2]1[cH:3][cH:4][c:5]([Cl:6])[cH:7][c:8]1[Cl:9])[Si:18]([CH:15]([CH3:16])[CH3:17])([CH:19]([CH3:20])[CH3:21])[CH:22]([CH3:23])[CH3:24]. Reactants: N (NH3), FC1=NC=CC=C1C=1C2=C(N=CN1)NC=C2 (4-(2-fluoropyridin-3-yl)-7H-pyrrolo[2,3-d]pyrimidine), NC=1C(=CC=C2C(=NC=NC12)NC1=CC=C(C#N)C=C1)C (4-(8-amino-7-methylquinazolin-4-ylamino)benzonitrile), C[Si](C)(C)[N-][Si](C)(C)C.[Li+] (Lithium bis(trimethylsilyl)amide). The solvent is CO (MeOH), CC(=O)O (AcOH), CO (MeOH), C1CCOC1 (THF). Conditions: temperature 120 celsius. Product: N1=CN=C(C2=C1NC=C2)C=2C(=NC=CC2)NC=2C(=CC=C1C(=NC=NC21)NC2=CC=C(C#N)C=C2)C (4-(8-(3-(7H-pyrrolo[2,3-d]pyrimidin-4-yl)pyridin-2-ylamino)-7-methylquinazolin-4-ylamino)benzonitrile). RXN SMILES: F[C:2]1[C:7]([C:8]2[C:9]3[CH:16]=[CH:15][NH:14][C:10]=3[N:11]=[CH:12][N:13]=2)=[CH:6][CH:5]=[CH:4][N:3]=1.[NH2:17][C:18]1[C:19]([CH3:37])=[CH:20][CH:21]=[C:22]2[C:27]=1[N:26]=[CH:25][N:24]=[C:23]2[NH:28][C:29]1[CH:36]=[CH:35][C:32]([C:33]#[N:34])=[CH:31][CH:30]=1.C[Si]([N-][Si](C)(C)C)(C)C.[Li+].N>C1COCC1.CO.CC(O)=O>[N:11]1[C:10]2[NH:14][CH:15]=[CH:16][C:9]=2[C:8]([C:7]2[C:2]([NH:17][C:18]3[C:19]([CH3:37])=[CH:20][CH:21]=[C:22]4[C:27]=3[N:26]=[CH:25][N:24]=[C:23]4[NH:28][C:29]3[CH:36]=[CH:35][C:32]([C:33]#[N:34])=[CH:31][CH:30]=3)=[N:3][CH:4]=[CH:5][CH:6]=2)=[N:13][CH:12]=1 |f:2.3|. Reported procedure: A mixture of 4-(2-fluoropyridin-3-yl)-7H-pyrrolo[2,3-d]pyrimidine (78 mg, 363 μmol) and 4-(8-amino-7-methylquinazolin-4-ylamino)benzonitrile (100 mg, 363 μmol) in THF (4 mL) was sonicated until all solids became a fine powder. Lithium bis(trimethylsilyl)amide (1.0 M solution in tetrahydrofuran; 1.64 mL, 1.64 mmol) was then added dropwise with stirring (all solids dissolved and then some solid appeared again). The mixture was stirred at rt for 10 min and then heated in a microwave at 120° C. for ... Starting materials: BrC1=C2N=C(C(=NC2=CC=C1)Cl)Cl (5-bromo-2,3-dichloroquinoxaline), [NH4+].[OH-] (NH4OH). Solvent: O (water), CN(C)C=O (DMF), CN(C)C=O (DMF). Conditions: time 8 hour. The product is BrC1=C2N=C(C(=NC2=CC=C1)N)Cl (5-bromo-3-chloroquinoxalin-2-amine). Isolated yield 27.4%. As a reaction SMILES: [Br:1][C:2]1[CH:11]=[CH:10][CH:9]=[C:8]2[C:3]=1[N:4]=[C:5]([Cl:13])[C:6](Cl)=[N:7]2.[NH4+:14].[OH-]>CN(C=O)C.O>[Br:1][C:2]1[CH:11]=[CH:10][CH:9]=[C:8]2[C:3]=1[N:4]=[C:5]([Cl:13])[C:6]([NH2:14])=[N:7]2 |f:1.2|. Reported procedure: To a solution of 5-bromo-2,3-dichloroquinoxaline (Leadgen Labs, Orange, Conn.; 2.00 g, 7.20 mmol) in 50 mL DMF at 0° C. was added NH4OH (30% NH3 in water; 18.68 ml, 144 mmol) dropwise via syringe. A thick solid formed. 2 mL DMF was added to promote stirring. The thick reaction was sealed and stirred for 2 h at RT. The reaction was diluted with 250 mL water and let stand overnight. In the morning, it was filtered and the solid was air dried, treated with silica gel and DCM, and concentrated in va... The reactants are CCOC(=O)CC#N, [H-], [H][H], [Na+], C1CCOC1, COC(=O)c1ccc(CCCCc2c(C)cc(C)cc2C)cc1. Yields the product CCOC(=O)C(C#N)CCCCc1ccc(C(=O)OC)cc1. As a reaction SMILES: [C:3](#[N:4])[CH2:5][C:6](=[O:7])[O:8][CH2:9][CH3:10].[H-:1].[H:11][H:12].[Na+:2].[O:36]1[CH2:37][CH2:38][CH2:39][CH2:40]1.[c:13]1([CH3:14])[cH:15][c:16]([CH3:17])[cH:18][c:19]([CH3:20])[c:35]1[CH2:21][CH2:22][CH2:23][CH2:24][c:25]1[cH:26][cH:27][c:28]([C:29](=[O:30])[O:31][CH3:32])[cH:33][cH:34]1>>[C:3](#[N:4])[CH:5]([C:6](=[O:7])[O:8][CH2:9][CH3:10])[CH2:21][CH2:22][CH2:23][CH2:24][c:25]1[cH:26][cH:27][c:28]([C:29](=[O:30])[O:31][CH3:32])[cH:33][cH:34]1. Starting materials: NC1=NC=CC=C1C=O (2-aminopyridine-3-carboxaldehyde), C1CCOC1 (THF), [O-][Mn](=O)(=O)=O.[K+] (KMnO4). Yields the product NC1=NC=CC=C1C(C)O (1-(2-amino-3-pyridinyl)ethanol). As a reaction SMILES: [NH2:1][C:2]1[C:7]([CH:8]=[O:9])=[CH:6][CH:5]=[CH:4][N:3]=1.[O-][Mn](=O)(=O)=O.[K+].[CH2:16]1COCC1>>[NH2:1][C:2]1[C:7]([CH:8]([OH:9])[CH3:16])=[CH:6][CH:5]=[CH:4][N:3]=1 |f:1.2|. Reported procedure: To a dry flask (dried with a heat gun under argon purge) was added dry THF (400 mL) and MeLi—LiBr (137 mL of a 1.5 M solution in Et2O, 204.9 mmol) via cannula. This solution was cooled to −78° C. when a solution of 2-aminopyridine-3-carboxaldehyde (10.0 g, 82.0 mmol) in THF (150 mL) was added dropwise via a pressure equalizing addition funnel over ˜45 min with vigorous stirring (exotherm observed, orange color persisted). Upon complete addition, the solution was allowed to stir for 1 hour at −78... The reactants are COC(=O)C1=C2Nc3ccccc3C23CCN(Cc2ccccc2)C3C(CC(C)(C)CO[Si](C)(C)C(C)(C)C)C1, CCOCC, C1CCOC1, [K+], [K+], O=C([O-])[O-], O, Cc1ccc(S(=O)(=O)O)cc1. Product: COC(=O)C1=C2Nc3ccccc3C23CCN(Cc2ccccc2)C3C(CC(C)(C)CO)C1. As a reaction SMILES: [CH2:1]([c:2]1[cH:3][cH:4][cH:5][cH:6][cH:7]1)[N:8]1[CH2:9][CH2:10][C:11]23[CH:12]1[CH:13]([CH2:28][C:29]([CH2:30][O:31][Si:32]([C:33]([CH3:34])([CH3:35])[CH3:36])([CH3:37])[CH3:38])([CH3:39])[CH3:40])[CH2:14][C:15]([C:24](=[O:25])[O:26][CH3:27])=[C:16]2[NH:17][c:18]1[cH:19][cH:20][cH:21][cH:22][c:23]13.[CH2:58]([O:59][CH2:60][CH3:61])[CH3:62].[CH2:63]1[O:64][CH2:65][CH2:66][CH2:67]1.[K+:52].[K+:53].[O-:54][C:55]([O-:56])=[O:57].[OH2:68].[c:41]1([CH3:42])[cH:43][cH:44][c:45]([S:46]([OH:47])(=[O:48])=[O:49])[cH:50][cH:51]1>>[CH2:1]([c:2]1[cH:3][cH:4][cH:5][cH:6][cH:7]1)[N:8]1[CH2:9][CH2:10][C:11]23[CH:12]1[CH:13]([CH2:28][C:29]([CH2:30][OH:31])([CH3:39])[CH3:40])[CH2:14][C:15]([C:24](=[O:25])[O:26][CH3:27])=[C:16]2[NH:17][c:18]1[cH:19][cH:20][cH:21][cH:22][c:23]13. Yields the product Clc1cccc(-c2cccc(CBr)c2)c1. Starting materials: O=C1CCC(=O)N1Br, ClC(Cl)(Cl)Cl, Cc1cccc(-c2cccc(Cl)c2)c1. RXN SMILES: [Br:15][N:16]1[C:17](=[O:18])[CH2:19][CH2:20][C:21]1=[O:22].[C:23]([Cl:24])([Cl:25])([Cl:26])[Cl:27].[Cl:1][c:2]1[cH:3][c:4](-[c:8]2[cH:9][c:10]([CH3:14])[cH:11][cH:12][cH:13]2)[cH:5][cH:6][cH:7]1>>[Cl:1][c:2]1[cH:3][c:4](-[c:8]2[cH:9][c:10]([CH2:14][Br:15])[cH:11][cH:12][cH:13]2)[cH:5][cH:6][cH:7]1.